From a dataset of the Open Reaction Database (ORD), a public repository of structured organic reaction records. describe an organic reaction: reactants, conditions, products, and yield Starting materials: [N+](=O)([O-])C1=CC=C(C=C1)C(C)O ((±)-1-(4-nitrophenyl)ethanol), CC(=O)C1=CC=C(C=C1)[N+](=O)[O-] (4-nitroacetophenone), [N+](=O)([O-])C1=CC=C(C=C1)[C@H](C)O ((S)-1-(4-nitrophenyl)ethanol). Run at time 4 day. The product is [N+](=O)([O-])C1=CC=C(C=C1)[C@@H](C)O ((R)-1-(4-nitrophenyl)ethanol). Yield: 38.0%. Reaction SMILES: [N+:1]([C:4]1[CH:9]=[CH:8][C:7]([CH:10]([OH:12])[CH3:11])=[CH:6][CH:5]=1)([O-:3])=[O:2].CC(C1C=CC([N+]([O-])=O)=CC=1)=O.[N+](C1C=CC([C@@H](O)C)=CC=1)([O-])=O>>[N+:1]([C:4]1[CH:5]=[CH:6][C:7]([C@H:10]([OH:12])[CH3:11])=[CH:8][CH:9]=1)([O-:3])=[O:2]. Reported procedure: As shown here, the biochemical conversion reaction of immobilized green pea protein for the substrate (±)-1-(4-nitrophenyl)ethanol (200 mg) requires 4 days by going through bioconversion to 4-nitroacetophenone accompanying sterically selective oxidation of (S)-1-(4-nitrophenyl)ethanol to obtain 76 mg of (R)-1-(4-nitrophenyl)ethanol at a yield of 38%. Optical purity was obtained at 54% e.e. HPLC conditions were set at a flow rate of 0.5 ml/min, while GC conditions were set to an oven temperature ... Reactants: O=C1NC(CCC1NCC1=C(C=CC=C1)NC=O)=O (N-{2-[(2,6-dioxopiperidin-3-ylamino)methyl]phenyl}formamide). Solvent: O (water). The product is N1=CN(CC2=CC=CC=C12)C1C(NC(CC1)=O)=O (3-(4-H-quinazolin-3-yl)piperidine-2,6-dione). As a reaction SMILES: [O:1]=[C:2]1[CH:7]([NH:8][CH2:9][C:10]2[CH:15]=[CH:14][CH:13]=[CH:12][C:11]=2[NH:16][CH:17]=O)[CH2:6][CH2:5][C:4](=[O:19])[NH:3]1>O>[N:16]1[C:11]2[C:10](=[CH:15][CH:14]=[CH:13][CH:12]=2)[CH2:9][N:8]([CH:7]2[CH2:6][CH2:5][C:4](=[O:19])[NH:3][C:2]2=[O:1])[CH:17]=1. Procedure: A solution of 0.91 g of the product from stage 2 in 5 ml of distilled water was stirred for 24 hours at 20° C. The reaction solution was then evaporated to dryness in vacuo. The remaining solid was triturated with diethyl ether, 0.85 g (99% of theory) of the title compound remaining as a yellow powder. Reactants: ClC1=CC2=NC=CN=C2C(=N1)NCC1CC(CN(C1)C(=O)OC(C)(C)C)(F)F (tert-butyl 5-((7-chloropyrido[4,3-b]pyrazin-5-ylamino)methyl)-3,3-difluoropiperidine-1-carboxylate), O1CCN(CC1)C1=CC=C(C=C1)B(O)O (4-morpholinophenylboronic acid), C1(CCCCC1)P(C1CCCCC1)C1CCCCC1 (tri(cyclohexyl)phosphine), C(=O)([O-])[O-].[Cs+].[Cs+] (Cs2CO3). The reagents and catalysts are C=1C=CC(=CC1)/C=C/C(=O)/C=C/C2=CC=CC=C2.C=1C=CC(=CC1)/C=C/C(=O)/C=C/C2=CC=CC=C2.C=1C=CC(=CC1)/C=C/C(=O)/C=C/C2=CC=CC=C2.[Pd].[Pd] (Pd2(dba)3). Run in C(OC)COC.O (dimethoxyethane H2O). Reaction conditions: temperature 160 celsius, time 80 minute. Yields the product FC1(CN(CC(C1)CNC1=NC(=CC2=NC=CN=C21)C2=CC=C(C=C2)N2CCOCC2)C(=O)OC(C)(C)C)F (tert-butyl 3,3-difluoro-5-((7-(4-morpholinophenyl)pyrido[4,3-b]pyrazin-5-ylamino)methyl)piperidine-1-carboxylate). As a reaction SMILES: Cl[C:2]1[N:11]=[C:10]([NH:12][CH2:13][CH:14]2[CH2:19][N:18]([C:20]([O:22][C:23]([CH3:26])([CH3:25])[CH3:24])=[O:21])[CH2:17][C:16]([F:28])([F:27])[CH2:15]2)[C:9]2[C:4](=[N:5][CH:6]=[CH:7][N:8]=2)[CH:3]=1.[O:29]1[CH2:34][CH2:33][N:32]([C:35]2[CH:40]=[CH:39][C:38](B(O)O)=[CH:37][CH:36]=2)[CH2:31][CH2:30]1.C1(P(C2CCCCC2)C2CCCCC2)CCCCC1.C([O-])([O-])=O.[Cs+].[Cs+]>C(COC)OC.O.C1C=CC(/C=C/C(/C=C/C2C=CC=CC=2)=O)=CC=1.C1C=CC(/C=C/C(/C=C/C2C=CC=CC=2)=O)=CC=1.C1C=CC(/C=C/C(/C=C/C2C=CC=CC=2)=O)=CC=1.[Pd].[Pd]>[F:27][C:16]1([F:28])[CH2:15][CH:14]([CH2:13][NH:12][C:10]2[C:9]3[C:4](=[N:5][CH:6]=[CH:7][N:8]=3)[CH:3]=[C:2]([C:38]3[CH:37]=[CH:36][C:35]([N:32]4[CH2:31][CH2:30][O:29][CH2:34][CH2:33]4)=[CH:40][CH:39]=3)[N:11]=2)[CH2:19][N:18]([C:20]([O:22][C:23]([CH3:26])([CH3:25])[CH3:24])=[O:21])[CH2:17]1 |f:3.4.5,6.7,8.9.10.11.12|. Procedure: A mixture of tert-butyl 5-((7-chloropyrido[4,3-b]pyrazin-5-ylamino)methyl)-3,3-difluoropiperidine-1-carboxylate (206 mg, 0.5 mmol), 4-morpholinophenylboronic acid (207 mg, 1.0 mmol), tri(cyclohexyl)phosphine (56 mg, 0.2 mmol), Pd2(dba)3 (91 mg, 0.1 mmol) and Cs2CO3 (325 mg, 2.0 mmol) in dimethoxyethane/H2O was sealed in a microwave reaction tube and stirred at 160° C. for 80 minutes in a microwave reactor. The mixture was cooled to room temperature, concentrated under reduced pressure, and the r... Reactants: ClC[C@@H]([C@H](CC1CCCCC1)NC(OC(C)(C)C)=O)O (tert-Butyl (2S,3R)-4-chloro-1-cyclohexyl-3-hydroxybutan-2-ylcarbamate), CCO (EtOH). Run in O (water), [OH-].[Na+] (NaOH). Conditions: time 1 hour. Yields the product C1(CCCCC1)C[C@@H]([C@H]1OC1)NC(OC(C)(C)C)=O (tert-butyl (S)-2-cyclohexyl-1-((R)-oxiran-2-yl)ethylcarbamate). The yield is 93.9%. RXN SMILES: Cl[CH2:2][C@H:3]([OH:20])[C@@H:4]([NH:12][C:13](=[O:19])[O:14][C:15]([CH3:18])([CH3:17])[CH3:16])[CH2:5][CH:6]1[CH2:11][CH2:10][CH2:9][CH2:8][CH2:7]1.CCO>[OH-].[Na+].O>[CH:6]1([CH2:5][C@H:4]([NH:12][C:13](=[O:19])[O:14][C:15]([CH3:18])([CH3:17])[CH3:16])[C@@H:3]2[CH2:2][O:20]2)[CH2:11][CH2:10][CH2:9][CH2:8][CH2:7]1 |f:2.3|. Procedure details: tert-Butyl (2S,3R)-4-chloro-1-cyclohexyl-3-hydroxybutan-2-ylcarbamate (1 g, 3.28 mmol) was dissolved in a solution of 0.7 N NaOH in EtOH (5.6 mL, 3.95 mmol, 1.2 eq). After stirring for 1 h, the mixture was concentrated to give the residue, which was dissolved in water, extracted with EtOAc (3×15 mL). The combined organic layers were washed with brine, dried over Na2SO4, filtered, and concentrated in vacuo to give tert-butyl (S)-2-cyclohexyl-1-((R)-oxiran-2-yl)ethylcarbamate (0.83 g, 95%). 1H NMR...